From a dataset of the Open Reaction Database (ORD), a public repository of structured organic reaction records. describe an organic reaction: reactants, conditions, products, and yield Reactants: COc1ccc(-c2cn(Cc3ccccc3)c3c2CN(C(=O)OC(C)(C)C)CC3)cc1, CC(C)(C)OC(=O)N1CCC(=O)CC1, COc1ccc(C=C[N+](=O)[O-])cc1, Cc1ccccc1, [Mg+2], NCc1ccccc1, O=S(=O)([O-])[O-], O. The product is COc1ccc(-c2cn(Cc3ccccc3)c3c2CNCC3)cc1. Reaction SMILES: [C:1]([O:2][C:3](=[O:4])[N:8]1[CH2:9][c:10]2[c:11]([n:14]([CH2:25][c:26]3[cH:27][cH:28][cH:29][cH:30][cH:31]3)[cH:15][c:16]2-[c:17]2[cH:18][cH:19][c:20]([O:23][CH3:24])[cH:21][cH:22]2)[CH2:12][CH2:13]1)([CH3:5])([CH3:6])[CH3:7].[C:32]([O:33][C:34]([N:35]1[CH2:36][CH2:37][C:38](=[O:39])[CH2:40][CH2:41]1)=[O:42])([CH3:43])([CH3:44])[CH3:45].[CH3:60][O:61][c:62]1[cH:63][cH:64][c:65]([CH:66]=[CH:67][N+:68]([O-:69])=[O:70])[cH:71][cH:72]1.[CH3:73][c:74]1[cH:75][cH:76][cH:77][cH:78][cH:79]1.[Mg+2:54].[NH2:46][CH2:47][c:48]1[cH:49][cH:50][cH:51][cH:52][cH:53]1.[O-:55][S:56]([O-:57])(=[O:58])=[O:59].[OH2:80]>>[NH:8]1[CH2:9][c:10]2[c:11]([n:14]([CH2:25][c:26]3[cH:27][cH:28][cH:29][cH:30][cH:31]3)[cH:15][c:16]2-[c:17]2[cH:18][cH:19][c:20]([O:23][CH3:24])[cH:21][cH:22]2)[CH2:12][CH2:13]1. Starting materials: [OH-].[Li+] (lithiumhydroxide), C(C)(C)(C)C=1C=C(C(=O)OC)C=C(C1)OCCCOC1OCCCC1 (Methyl 3-tert-butyl-5-[3-(tetrahydropyran-2-yloxy)propoxy]benzoate), C(Cl)Cl (DCM). The solvent is C1CCOC1 (THF), CO (methanol). Reaction conditions: temperature 40 celsius, time 2 hour. Yields the product C(C)(C)(C)C=1C=C(C(=O)O)C=C(C1)OCCCOC1OCCCC1 (3-tert-Butyl-5-[3-(tetrahydropyran-2-yloxy)propoxy]benzoic acid). The yield is 95.1%. Reaction SMILES: [C:1]([C:5]1[CH:6]=[C:7]([CH:12]=[C:13]([O:15][CH2:16][CH2:17][CH2:18][O:19][CH:20]2[CH2:25][CH2:24][CH2:23][CH2:22][O:21]2)[CH:14]=1)[C:8]([O:10]C)=[O:9])([CH3:4])([CH3:3])[CH3:2].[OH-].[Li+].C(Cl)Cl>CO.C1COCC1>[C:1]([C:5]1[CH:6]=[C:7]([CH:12]=[C:13]([O:15][CH2:16][CH2:17][CH2:18][O:19][CH:20]2[CH2:25][CH2:24][CH2:23][CH2:22][O:21]2)[CH:14]=1)[C:8]([OH:10])=[O:9])([CH3:4])([CH3:2])[CH3:3] |f:1.2|. Reported procedure: Methyl 3-tert-butyl-5-[3-(tetrahydropyran-2-yloxy)propoxy]benzoate (O5.059; 5.37 g) was dissolved in methanol (80 ml) and THF (160 ml), and lithiumhydroxide solution (61.28 ml, 1 M in water) was added. After stirring at 40° C. for 2 h, the mixture was dried, and the residue was taken up with water and freeze-dried. The product obtained was stirred with DCM, filtered and dried. 4.9 g of product were obtained. Reaction SMILES: [O-]S(C(F)(F)F)(=O)=O.C([B+]CCCC)CCC.[F:18][CH:19]([C:24]([F:27])([F:26])[F:25])[C:20]([O:22][CH3:23])=[O:21].C(N(C(C)C)CC)(C)C.[CH:37](=[O:39])[CH3:38]>ClCCl>[F:18][C:19]([C:24]([F:27])([F:26])[F:25])([CH:37]([OH:39])[CH3:38])[C:20]([O:22][CH3:23])=[O:21] |f:0.1|. Reactants: C(C)=O (acetaldehyde), [O-]S(=O)(=O)C(F)(F)F.C(CCC)[B+]CCCC (Dibutylboron triflate), FC(C(=O)OC)C(F)(F)F (methyl 2,3,3,3-tetrafluoropropionate), C(C)(C)N(CC)C(C)C (diisopropylethylamine). Solvent: ClCCl (dichloromethane). Conditions: temperature -10 celsius, time 15 minute. Product: FC(C(=O)OC)(C(C)O)C(F)(F)F (Methyl 2-fluoro-2-trifluoromethyl-3-hydroxybutanoate). Reported procedure: Dibutylboron triflate (5 g) was added to a stirred solution of methyl 2,3,3,3-tetrafluoropropionate (2.9 g) in dichloromethane at 0° C. under nitrogen. After 15 minutes, the solution was cooled to -10° C. and diisopropylethylamine (3.8 ml) was added in portions. After 30 minutes, freshly distilled acetaldehyde (2 ml) was added in small portions, keeping the temperature at -10° C. The reaction was stirred at -10° C. for 1 hour before quenching with a mixture of pH7 phosphate buffer (60 ml), aqueo... Starting materials: BrC=1C=C(C=CC1OCC(C)(C)C)C=1SC(=C(N1)C)C(=O)OCC (Ethyl 2-(3-bromo-4-neopentyloxyphenyl)-4-methyl-5-thiazolecarboxylate), cuprous iodide, [I-].[Li+] (lithium iodide). Solvent: CN1C(CCC1)=O (N-methyl pyrrolidone). Reaction conditions: temperature 150 celsius. Yields the product IC=1C=C(C=CC1OCC(C)(C)C)C=1SC(=C(N1)C)C(=O)OCC (ethyl 2-(3-iodo-4-neopentyloxyphenyl)-4-methyl-5-thiazolecarboxylate). The yield is 71.1%. RXN SMILES: Br[C:2]1[CH:3]=[C:4]([C:14]2[S:15][C:16]([C:20]([O:22][CH2:23][CH3:24])=[O:21])=[C:17]([CH3:19])[N:18]=2)[CH:5]=[CH:6][C:7]=1[O:8][CH2:9][C:10]([CH3:13])([CH3:12])[CH3:11].[I-:25].[Li+]>CN1CCCC1=O>[I:25][C:2]1[CH:3]=[C:4]([C:14]2[S:15][C:16]([C:20]([O:22][CH2:23][CH3:24])=[O:21])=[C:17]([CH3:19])[N:18]=2)[CH:5]=[CH:6][C:7]=1[O:8][CH2:9][C:10]([CH3:13])([CH3:12])[CH3:11] |f:1.2|. Reported procedure: 120 mg of Ethyl 2-(3-bromo-4-neopentyloxyphenyl)-4-methyl-5-thiazolecarboxylate, 100 mg of cuprous iodide and 80 mg of lithium iodide were suspended in 2 ml of N-methyl pyrrolidone, and the suspension was heated at 150° C. for 4 hours with stirring. After completion of the reaction, the product was extracted with ethyl acetate, and the organic layer was concentrated to give a crude crystal. The resulting crystal was purified by silica gel chromatography to give 95 mg of ethyl 2-(3-iodo-4-neopent... Reactants: C(C)OC(COC1=C(C2=C(C(=NO2)C2=CC=C(C=C2)Cl)C=C1)Cl)=O (ethyl{[7-chloro-3-(4-chlorophenyl)-1,2-benzisoxazol-6-yl]oxy}acetate), hot mixture, Cl (hydrochloric acid). Solvent: O (water). Run at time 30 minute. Product: ClC1=C(C=CC=2C(=NOC21)C2=CC=C(C=C2)Cl)OCC(=O)O ({[7-chloro-3-(4-chlorophenyl)-1,2-benzisoxazol-6-yl]oxy}acetic acid). Reaction SMILES: C([O:3][C:4](=[O:24])[CH2:5][O:6][C:7]1[CH:22]=[CH:21][C:10]2[C:11]([C:14]3[CH:19]=[CH:18][C:17]([Cl:20])=[CH:16][CH:15]=3)=[N:12][O:13][C:9]=2[C:8]=1[Cl:23])C.Cl>O>[Cl:23][C:8]1[C:9]2[O:13][N:12]=[C:11]([C:14]3[CH:15]=[CH:16][C:17]([Cl:20])=[CH:18][CH:19]=3)[C:10]=2[CH:21]=[CH:22][C:7]=1[O:6][CH2:5][C:4]([OH:24])=[O:3]. Procedure: A mixture of 25 g of ethyl{[7-chloro-3-(4-chlorophenyl)-1,2-benzisoxazol-6-yl]oxy}acetate, Example 14, and 20 ml of 50% The hot mixture is diluted with 300 ml of water and then acidified with concentrated hydrochloric acid. The acidified mixture is stirred for 30 minutes and then filtered and the filter cake is recrystallized from a dimethylformamide-ethylacetate mixture to yield the product {[7-chloro-3-(4-chlorophenyl)-1,2-benzisoxazol-6-yl]oxy}acetic acid having a melting point of 254° to 257... Starting materials: oil, N (NH3), COC1=CC(=C(C=C1)C=1C=C2CCCN3C2=C(C1)[C@H]1[C@@H]3CCNC1)C(F)(F)F ((7aS,11aR)-2-[4-methoxy-2-(trifluoromethyl)phenyl]-5,6,7a,8,9,10,11,11a-octahydro-4H-pyrido[3′,4′:4,5]pyrrolo[3,2,1-ij]quinoline), BrCCC (1-bromopropane). The product is COC1=CC(=C(C=C1)C=1C=C2CCCN3C2=C(C1)[C@H]1[C@@H]3CCN(C1)CCC)C(F)(F)F ((7aS,11aR)-2-[4-methoxy-2-(trifluoromethyl)phenyl]-10-propyl-5,6,7a,8,9,10,11,11a-octahydro-4H-pyrido[3′,4′:4,5]pyrrolo[3,2,1-ij]quinoline). As a reaction SMILES: [CH3:1][O:2][C:3]1[CH:8]=[CH:7][C:6]([C:9]2[CH:10]=[C:11]3[C:16]4=[C:17]([C@@H:19]5[CH2:24][NH:23][CH2:22][CH2:21][C@@H:20]5[N:15]4[CH2:14][CH2:13][CH2:12]3)[CH:18]=2)=[C:5]([C:25]([F:28])([F:27])[F:26])[CH:4]=1.Br[CH2:30][CH2:31][CH3:32].N>>[CH3:1][O:2][C:3]1[CH:8]=[CH:7][C:6]([C:9]2[CH:10]=[C:11]3[C:16]4=[C:17]([C@@H:19]5[CH2:24][N:23]([CH2:30][CH2:31][CH3:32])[CH2:22][CH2:21][C@@H:20]5[N:15]4[CH2:14][CH2:13][CH2:12]3)[CH:18]=2)=[C:5]([C:25]([F:28])([F:26])[F:27])[CH:4]=1. Reported procedure: The title compound was prepared by the method of Example 382as a yellow oil (23 mg, 69%) from (7aS,11aR)-2-[4-methoxy-2-(trifluoromethyl)phenyl]-5,6,7a,8,9,10,11,11a-octahydro-4H-pyrido[3′,4′:4,5]pyrrolo[3,2,1-ij]quinoline (30 mg, 0.077 mmol) and 1-bromopropane (20 mg, 0.15 mmol). 1H NMR (CDCl3, 300 MHz) δ0.98 (t, J=7.3 Hz, 3H), 1.78-1.92 (br, 2H), 2.11-2.25 (m, 5H), 2.28-2.42 (m, 1H), 2.53-2.80 (m, 5H), 3.05-3.25 (br, 2H), 3.31 (dt, J=10.2, 3.6 Hz, 1H), 3.37-3.45 (br, 1H), 3.60-3.72 (br, 1H), 3... The reactants are ice, N1CCCCC1 (piperidine), CN(C)C=O (DMF), C(C(=O)Cl)(=O)Cl (Oxalyl chloride), C1(=CC2=C1C=CC=C2)C(=O)O (benzocyclobutene carboxylic acid). The solvent is C(Cl)Cl (methylene chloride), C(Cl)Cl (methylene chloride). Run at time 8 hour. Yields the product CC1C(C=2C1=CC=C(C2)OC)C(=O)N2CCCCC2 (2-Methyl-5-methoxy-1-(piperidinylcarbonyl)benzocyclobutene). As a reaction SMILES: [C:1](Cl)(=[O:5])[C:2](Cl)=O.[C:7]1([C:15](O)=O)[C:10]2[CH:11]=[CH:12][CH:13]=[CH:14][C:9]=2C=1.[NH:18]1[CH2:23][CH2:22][CH2:21][CH2:20][CH2:19]1.CN([CH:27]=[O:28])C>C(Cl)Cl>[CH3:15][CH:7]1[C:10]2=[CH:9][CH:14]=[C:13]([O:28][CH3:27])[CH:12]=[C:11]2[CH:2]1[C:1]([N:18]1[CH2:23][CH2:22][CH2:21][CH2:20][CH2:19]1)=[O:5]. Procedure: Oxalyl chloride (40.9 ml) is added dropwise to a stirred solution of the benzocyclobutene carboxylic acid obtained in the previous step (90.2 g) dissolved in a mixture of DMF (3 ml) and methylene chloride (450 ml). The reaction mixture is stirred at RT overnight and added dropwise to an ice cold solution of piperidine (185 ml) in methylene chloride (450 ml) over a 90-minute period. The reaction mixture is allowed to stir at RT for five hours, washed with aqueous 5% hydrochloric acid, dried, filt... The reactants are N (ammonia), O (water), N(=O)[O-].[Na+] (sodium nitrite), OCCN(CC(CN(C1=CC=CC=C1)CCO)O)C1=CC=CC=C1 (N,N'-bis(β-hydroxyethyl)-N,N'-bis(phenyl)-1,3-diamino-2-propanol), O (water), Cl (hydrochloric acid), ice. Run at time 30 minute. Yields the product OCCN(CC(CN(C1=CC=C(C=C1)N=O)CCO)O)C1=CC=C(C=C1)N=O (N,N'-bis(β-hydroxyethyl)-N,N'-bis(4-nitrosophenyl)-1,3-diamino-2-propanol). As a reaction SMILES: [N:1]([O-:3])=O.[Na+].[OH:5][CH2:6][CH2:7][N:8]([C:23]1[CH:28]=[CH:27][CH:26]=[CH:25][CH:24]=1)[CH2:9][CH:10]([OH:22])[CH2:11][N:12]([CH2:19][CH2:20][OH:21])[C:13]1[CH:18]=[CH:17][CH:16]=[CH:15][CH:14]=1.Cl.[NH3:30].[OH2:31]>>[OH:5][CH2:6][CH2:7][N:8]([C:23]1[CH:28]=[CH:27][C:26]([N:1]=[O:3])=[CH:25][CH:24]=1)[CH2:9][CH:10]([OH:22])[CH2:11][N:12]([CH2:19][CH2:20][OH:21])[C:13]1[CH:18]=[CH:17][C:16]([N:30]=[O:31])=[CH:15][CH:14]=1 |f:0.1|. Reported procedure: A solution of 1.14 moles (78.7 g) of sodium nitrite in 150 ml of water is added dropwise at between 0° C. and 5° C. to a solution of 0.5 mole (165.2 g) of N,N'-bis(β-hydroxyethyl)-N,N'-bis(phenyl)-1,3-diamino-2-propanol prepared in the preceding stage, 290 ml of concentrated hydrochloric acid and 900 g of ice. After the end of addition stirring is continued for 1 hour 30 minutes. The reaction medium is neutralized by adding 300 ml of 20% strength aqueous ammonia at 10° C. After filtering off, th... Reactants: CCOc1cc(C(OC(C)=O)C(=O)O)ccc1OC(C)=O, CO, [OH-], [OH-], O, [Pd+2]. Product: CCOc1cc(CC(=O)O)ccc1OC(C)=O. Reaction SMILES: [C:1]([O:2][CH:5]([C:6](=[O:7])[OH:8])[c:9]1[cH:10][c:11]([O:19][CH2:20][CH3:21])[c:12]([O:15][C:16]([CH3:17])=[O:18])[cH:13][cH:14]1)(=[O:3])[CH3:4].[CH3:23][OH:24].[OH-:25].[OH-:26].[OH2:22].[Pd+2:27]>>[CH2:5]([C:6](=[O:7])[OH:8])[c:9]1[cH:10][c:11]([O:19][CH2:20][CH3:21])[c:12]([O:15][C:16]([CH3:17])=[O:18])[cH:13][cH:14]1. The reactants are CCO, CCN(C(C)C)C(C)C, Clc1ncnc2[nH]cnc12, c1ccc(N2CCNCC2)cc1. Product: c1ccc(N2CCN(c3ncnc4[nH]cnc34)CC2)cc1. Reaction SMILES: [CH3:32][CH2:33][OH:34].[CH:11]([N:12]([CH:13]([CH3:14])[CH3:15])[CH2:16][CH3:17])([CH3:18])[CH3:19].[Cl:1][c:2]1[c:3]2[n:4][cH:5][nH:6][c:7]2[n:8][cH:9][n:10]1.[c:20]1([N:26]2[CH2:27][CH2:28][NH:29][CH2:30][CH2:31]2)[cH:21][cH:22][cH:23][cH:24][cH:25]1>>[c:2]1([N:29]2[CH2:28][CH2:27][N:26]([c:20]3[cH:21][cH:22][cH:23][cH:24][cH:25]3)[CH2:31][CH2:30]2)[c:3]2[n:4][cH:5][nH:6][c:7]2[n:8][cH:9][n:10]1.